describe an organic reaction: reactants, conditions, products, and yield From a dataset of the Open Reaction Database (ORD), a public repository of structured organic reaction records. Starting materials: O1COC2=C1C=CC(=C2)C2(OCC(CO2)(C)C)CSCC(=O)OCC (Ethyl ({[2-(1,3-benzodioxol-5-yl)-5,5-dimethyl-1,3-dioxan-2-yl]methyl}thio)acetate), [Li+].[OH-] (LiOH). Solvent: O (water). Reaction conditions: temperature 0 celsius, time 19 hour. The product is O1COC2=C1C=CC(=C2)C2(OCC(CO2)(C)C)CSCC(=O)O (({[2-(1,3-Benzodioxol-5-yl)-5,5-dimethyl-1,3-dioxan-2-yl]methyl}thio)acetic Acid). RXN SMILES: [O:1]1[C:5]2[CH:6]=[CH:7][C:8]([C:10]3([CH2:18][S:19][CH2:20][C:21]([O:23]CC)=[O:22])[O:15][CH2:14][C:13]([CH3:17])([CH3:16])[CH2:12][O:11]3)=[CH:9][C:4]=2[O:3][CH2:2]1.[Li+].[OH-]>O>[O:1]1[C:5]2[CH:6]=[CH:7][C:8]([C:10]3([CH2:18][S:19][CH2:20][C:21]([OH:23])=[O:22])[O:15][CH2:14][C:13]([CH3:17])([CH3:16])[CH2:12][O:11]3)=[CH:9][C:4]=2[O:3][CH2:2]1 |f:1.2|. Reported procedure: Ethyl ({[2-(1,3-benzodioxol-5-yl)-5,5-dimethyl-1,3-dioxan-2-yl]methyl}thio)acetate (Method 12) (14.2 g, 0.039 mol) was dissolved in THP (300 mL) and cooled to 0° C. LiOH (4.87 g, 0.12 mol) in water (100 mL) was added, and the mixture was given room temperature and stirred for 19 hours. The solvents were evaporated, the crude product was added water and extracted with diethyl ether. The aqueous layer was added 1M HCl until pH=3 and extracted twice with CH2Cl2. The combined CH2Cl2 layers were drie... Reactants: CCCCCCC(=O)CCc1ccc(OCc2ccccc2)c(OCc2ccccc2)c1, CI, [Mg], C1CCOC1. Product: CCCCCCC(C)(O)CCc1ccc(OCc2ccccc2)c(OCc2ccccc2)c1. Reaction SMILES: [CH2:1]([c:2]1[cH:3][cH:4][cH:5][cH:6][cH:7]1)[O:8][c:9]1[cH:10][c:11]([CH2:23][CH2:24][C:25]([CH2:26][CH2:27][CH2:28][CH2:29][CH2:30][CH3:31])=[O:32])[cH:12][cH:13][c:14]1[O:15][CH2:16][c:17]1[cH:18][cH:19][cH:20][cH:21][cH:22]1.[CH3:34][I:35].[Mg:33].[O:36]1[CH2:37][CH2:38][CH2:39][CH2:40]1>>[CH2:1]([c:2]1[cH:3][cH:4][cH:5][cH:6][cH:7]1)[O:8][c:9]1[cH:10][c:11]([CH2:23][CH2:24][C:25]([CH2:26][CH2:27][CH2:28][CH2:29][CH2:30][CH3:31])([OH:32])[CH3:34])[cH:12][cH:13][c:14]1[O:15][CH2:16][c:17]1[cH:18][cH:19][cH:20][cH:21][cH:22]1. The reactants are COC(=O)C(Br)c1ccccc1, O=C([O-])[O-], CN(C)C=O, [K+], [K+], O, O=Cc1c[nH]c(-c2ccccc2)n1. Product: COC(=O)C(c1ccccc1)n1cc(C=O)nc1-c1ccccc1. As a reaction SMILES: [Br:20][CH:21]([C:22](=[O:23])[O:24][CH3:25])[c:26]1[cH:27][cH:28][cH:29][cH:30][cH:31]1.[C:14](=[O:15])([O-:16])[O-:17].[CH3:33][N:34]([CH3:35])[CH:36]=[O:37].[K+:18].[K+:19].[OH2:32].[c:1]1(-[c:7]2[nH:8][cH:9][c:10]([CH:12]=[O:13])[n:11]2)[cH:2][cH:3][cH:4][cH:5][cH:6]1>>[c:1]1(-[c:7]2[n:8]([CH:21]([C:22](=[O:23])[O:24][CH3:25])[c:26]3[cH:27][cH:28][cH:29][cH:30][cH:31]3)[cH:9][c:10]([CH:12]=[O:13])[n:11]2)[cH:2][cH:3][cH:4][cH:5][cH:6]1.